This data is from the Open Reaction Database (ORD), a public repository of structured organic reaction records. The task is: describe an organic reaction: reactants, conditions, products, and yield Starting materials: BrC1=CC2=C(NC(OC2=O)=O)C=C1 (6-bromo-1H-benzo[d][1,3]oxazine-2,4-dione), CCN(C(C)C)C(C)C (DIEA), Cl (HCl), N(=O)[O-].[Na+] (NaNO2), Pd(dtbpf)Cl2, FC1=CC=C(C=C1)[C@@H](COC)N ((S)-1-(4-fluorophenyl)-2-methoxyethanamine), FC1=CC=C(C=C1)C=1OC2=C(C1C(=O)NC)C=C(C(=C2)N(S(=O)(=O)C)C)B2OC(C(O2)(C)C)(C)C (2-(4-fluorophenyl)-N-methyl-6-(N-methylmethylsulfonamido)-5-(4,4,5,5-tetramethyl-1,3,2-dioxaborolan-2-yl)benzofuran-3-carboxamide). Run in O1CCOCC1 (dioxane), CCOC(=O)C (EtOAc), O (H2O). Reaction conditions: time 1 hour. The product is FC1=CC=C(C=C1)C=1OC2=C(C1C(=O)NC)C=C(C(=C2)N(S(=O)(=O)C)C)C2=CC1=C(N=NN(C1=O)[C@H](COC)C1=CC=C(C=C1)F)C=C2 ((S)-2-(4-fluorophenyl)-5-(3-(1-(4-fluorophenyl)-2-methoxyethyl)-4-oxo-3,4-dihydrobenzo[d][1,2,3]triazin-6-yl)-N-methyl-6-(N-methylmethylsulfonamido)benzofuran-3-carboxamide). Reaction SMILES: Br[C:2]1[CH:13]=[CH:12][C:5]2[NH:6]C(=O)O[C:9](=[O:10])[C:4]=2[CH:3]=1.CC[N:16](C(C)C)C(C)C.[F:23][C:24]1[CH:29]=[CH:28][C:27]([C@H:30]([NH2:34])[CH2:31][O:32][CH3:33])=[CH:26][CH:25]=1.Cl.N([O-])=O.[Na+].[F:40][C:41]1[CH:46]=[CH:45][C:44]([C:47]2[O:48][C:49]3[CH:59]=[C:58]([N:60]([CH3:65])[S:61]([CH3:64])(=[O:63])=[O:62])[C:57](B4OC(C)(C)C(C)(C)O4)=[CH:56][C:50]=3[C:51]=2[C:52]([NH:54][CH3:55])=[O:53])=[CH:43][CH:42]=1>O1CCOCC1.O.CCOC(C)=O>[F:40][C:41]1[CH:46]=[CH:45][C:44]([C:47]2[O:48][C:49]3[CH:59]=[C:58]([N:60]([CH3:65])[S:61]([CH3:64])(=[O:63])=[O:62])[C:57]([C:2]4[CH:13]=[CH:12][C:5]5[N:6]=[N:16][N:34]([C@@H:30]([C:27]6[CH:26]=[CH:25][C:24]([F:23])=[CH:29][CH:28]=6)[CH2:31][O:32][CH3:33])[C:9](=[O:10])[C:4]=5[CH:3]=4)=[CH:56][C:50]=3[C:51]=2[C:52]([NH:54][CH3:55])=[O:53])=[CH:43][CH:42]=1 |f:4.5|. Reported procedure: To a solution of 6-bromo-1H-benzo[d][1,3]oxazine-2,4-dione (22 mg, 0.09 mmol) in 1 ml dioxane was added DIEA (31 μl) followed by (S)-1-(4-fluorophenyl)-2-methoxyethanamine (15 mg, 0.09 mmol). The mixture was microwaved at 100° C. for 30 min. Then 250 μl 2N HCl (aq.) was added followed by a solution of NaNO2 (12.4 mg in 250 μl water). The mixture was stirred at RT for 1 h. To this mixture, 0.5 mL EtOAc was added and stirred for 5 min. Then, the stirring was stopped and the layers were allowed to ... Starting materials: BrCCOc1ccccc1, C1CCOC1, COc1ccc(-c2ccc(=O)[nH]c2)cc1, CC#N, [K+], [K+], O=C([O-])[O-]. The product is COc1ccc(-c2ccc(=O)n(CCOc3ccccc3)c2)cc1. As a reaction SMILES: [Br:22][CH2:23][CH2:24][O:25][c:26]1[cH:27][cH:28][cH:29][cH:30][cH:31]1.[CH2:35]1[O:36][CH2:37][CH2:38][CH2:39]1.[CH3:1][O:2][c:3]1[cH:4][cH:5][c:6](-[c:9]2[cH:10][cH:11][c:12](=[O:15])[nH:13][cH:14]2)[cH:7][cH:8]1.[CH3:32][C:33]#[N:34].[K+:16].[K+:17].[O-:18][C:19]([O-:20])=[O:21]>>[CH3:1][O:2][c:3]1[cH:4][cH:5][c:6](-[c:9]2[cH:10][cH:11][c:12](=[O:15])[n:13]([CH2:23][CH2:24][O:25][c:26]3[cH:27][cH:28][cH:29][cH:30][cH:31]3)[cH:14]2)[cH:7][cH:8]1. Starting materials: B, CCOC(=O)c1ccc(-c2ccc(C(C)=O)cc2)cc1, CCO, ClC(Cl)Cl, [Na]. The product is CCOC(=O)c1ccc(-c2ccc(C(C)O)cc2)cc1. Reaction SMILES: [BH3:25].[C:1]([CH3:2])(=[O:3])[c:4]1[cH:5][cH:6][c:7](-[c:10]2[cH:11][cH:12][c:13]([C:16](=[O:17])[O:18][CH2:19][CH3:20])[cH:14][cH:15]2)[cH:8][cH:9]1.[CH3:27][CH2:28][OH:29].[CH:21]([Cl:22])([Cl:23])[Cl:24].[Na:26]>>[CH:1]([CH3:2])([OH:3])[c:4]1[cH:5][cH:6][c:7](-[c:10]2[cH:11][cH:12][c:13]([C:16](=[O:17])[O:18][CH2:19][CH3:20])[cH:14][cH:15]2)[cH:8][cH:9]1. Reactants: CCCCN(Cc1ccc(C(F)(F)F)cc1F)C(=O)COc1ccc(CCOc2ccccc2C(=O)OC)cc1, C1CCOC1, [Li+], [OH-], O. Yields the product CCCCN(Cc1ccc(C(F)(F)F)cc1F)C(=O)COc1ccc(CCOc2ccccc2C(=O)O)cc1. RXN SMILES: [CH2:1]([CH2:2][CH2:3][CH3:4])[N:5]([C:6]([CH2:7][O:8][c:9]1[cH:10][cH:11][c:12]([CH2:15][CH2:16][O:17][c:18]2[c:19]([C:20](=[O:21])[O:22][CH3:23])[cH:24][cH:25][cH:26][cH:27]2)[cH:13][cH:14]1)=[O:28])[CH2:29][c:30]1[c:31]([F:40])[cH:32][c:33]([C:36]([F:37])([F:38])[F:39])[cH:34][cH:35]1.[CH2:43]1[O:44][CH2:45][CH2:46][CH2:47]1.[Li+:41].[OH-:42].[OH2:48]>>[CH2:1]([CH2:2][CH2:3][CH3:4])[N:5]([C:6]([CH2:7][O:8][c:9]1[cH:10][cH:11][c:12]([CH2:15][CH2:16][O:17][c:18]2[c:19]([C:20](=[O:21])[OH:22])[cH:24][cH:25][cH:26][cH:27]2)[cH:13][cH:14]1)=[O:28])[CH2:29][c:30]1[c:31]([F:40])[cH:32][c:33]([C:36]([F:37])([F:38])[F:39])[cH:34][cH:35]1.